This data is from the Open Reaction Database (ORD), a public repository of structured organic reaction records. The task is: describe an organic reaction: reactants, conditions, products, and yield The reactants are CC1(OC2=C(C1)C(=CC=C2OC)C2=NNC([C@H]1CC=CC[C@@H]21)=O)C ((cis)-4-(2,3-Dihydro-2,2-dimethyl-7-methoxybenzofuran-4-yl)-4a,5,8,8a-tetrahydro-2H-phthalazin-1-one), C1(CCCCCC1)Br (cycloheptyl bromide), compound 11. The product is CC1(OC2=C(C1)C(=CC=C2OC)C2=NN(C([C@H]1CC=CC[C@@H]21)=O)C2CCCCCC2)C ((cis)-4-(2,3-Dihydro-2,2-dimethyl-7-methoxybenzofuran-4-yl)-2-cycloheptyl-4a,5,8,8a-tetrahydro-2H-phthalazin-1-one). As a reaction SMILES: [CH3:1][C:2]1([CH3:24])[CH2:6][C:5]2[C:7]([C:13]3[C@H:22]4[C@H:17]([CH2:18][CH:19]=[CH:20][CH2:21]4)[C:16](=[O:23])[NH:15][N:14]=3)=[CH:8][CH:9]=[C:10]([O:11][CH3:12])[C:4]=2[O:3]1.[CH:25]1(Br)[CH2:31][CH2:30][CH2:29][CH2:28][CH2:27][CH2:26]1>>[CH3:1][C:2]1([CH3:24])[CH2:6][C:5]2[C:7]([C:13]3[C@H:22]4[C@H:17]([CH2:18][CH:19]=[CH:20][CH2:21]4)[C:16](=[O:23])[N:15]([CH:25]4[CH2:31][CH2:30][CH2:29][CH2:28][CH2:27][CH2:26]4)[N:14]=3)=[CH:8][CH:9]=[C:10]([O:11][CH3:12])[C:4]=2[O:3]1. Reported procedure: Prepared from compound 4 and cycloheptyl bromide as described for compound 11. M. p. 114-115° C.